This data is from the Open Reaction Database (ORD), a public repository of structured organic reaction records. The task is: describe an organic reaction: reactants, conditions, products, and yield The reactants are CO, O=C(O)CNC(=O)NC(=O)C(CC1CCCC1)c1ccc(Cl)c(Cl)c1, O, O=S(=O)(O)O. The product is COC(=O)CNC(=O)NC(=O)C(CC1CCCC1)c1ccc(Cl)c(Cl)c1. Reaction SMILES: [CH3:31][OH:32].[CH:1]1([CH2:6][CH:7]([C:8](=[O:9])[NH:10][C:11]([NH:12][CH2:13][C:14](=[O:15])[OH:16])=[O:17])[c:18]2[cH:19][c:20]([Cl:25])[c:21]([Cl:24])[cH:22][cH:23]2)[CH2:2][CH2:3][CH2:4][CH2:5]1.[OH2:33].[S:26](=[O:27])(=[O:28])([OH:29])[OH:30]>>[CH:1]1([CH2:6][CH:7]([C:8](=[O:9])[NH:10][C:11]([NH:12][CH2:13][C:14]([O:15][CH3:31])=[O:16])=[O:17])[c:18]2[cH:19][c:20]([Cl:25])[c:21]([Cl:24])[cH:22][cH:23]2)[CH2:2][CH2:3][CH2:4][CH2:5]1. Reactants: O=C(Oc1ccc([N+](=O)[O-])cc1)N1CC(c2ccc(OC(F)(F)F)cc2)CC(c2nc(C3CC3)no2)C1, OC1CCNC1. The product is O=C(N1CCC(O)C1)N1CC(c2ccc(OC(F)(F)F)cc2)CC(c2nc(C3CC3)no2)C1. Reaction SMILES: [CH:1]1([c:4]2[n:5][o:6][c:7]([CH:9]3[CH2:10][N:11]([C:26]([O:28][c:27]4[cH:29][cH:30][c:31]([N+:32]([O-:33])=[O:34])[cH:35][cH:36]4)=[O:37])[CH2:12][CH:13]([c:15]4[cH:16][cH:17][c:18]([O:21][C:22]([F:23])([F:24])[F:25])[cH:19][cH:20]4)[CH2:14]3)[n:8]2)[CH2:2][CH2:3]1.[NH:38]1[CH2:39][CH:40]([OH:43])[CH2:41][CH2:42]1>>[CH:1]1([c:4]2[n:5][o:6][c:7]([CH:9]3[CH2:10][N:11]([C:26](=[O:28])[N:38]4[CH2:39][CH:40]([OH:43])[CH2:41][CH2:42]4)[CH2:12][CH:13]([c:15]4[cH:16][cH:17][c:18]([O:21][C:22]([F:23])([F:24])[F:25])[cH:19][cH:20]4)[CH2:14]3)[n:8]2)[CH2:2][CH2:3]1. Starting materials: CN(C1=CC=C(C=O)C=C1)C (p-dimethylaminobenzaldehyde), Cl.NN1C(=NC=C1)CC (1-amino-2-ethylimidazole hydrochloride). Run in C(C)(=O)O (acetic acid). Conditions: time 24 hour. Yields the product Cl.CN(C1=CC=C(C=NN2C(=NC=C2)CC)C=C1)C (1-[[p-(dimethylamino)benzylidene]amino]-2-ethylimidazole hydrochloride). Reaction SMILES: [CH3:1][N:2]([CH3:11])[C:3]1[CH:10]=[CH:9][C:6]([CH:7]=O)=[CH:5][CH:4]=1.[ClH:12].[NH2:13][N:14]1[CH:18]=[CH:17][N:16]=[C:15]1[CH2:19][CH3:20]>C(O)(=O)C>[ClH:12].[CH3:1][N:2]([CH3:11])[C:3]1[CH:10]=[CH:9][C:6]([CH:7]=[N:13][N:14]2[CH:18]=[CH:17][N:16]=[C:15]2[CH2:19][CH3:20])=[CH:5][CH:4]=1 |f:1.2,4.5|. Reported procedure: 2.24 g (15 mmol) of p-dimethylaminobenzaldehyde are added to a solution of 2.22 g (15 mmol) of 1-amino-2-ethylimidazole hydrochloride in 40 ml of glacial acetic acid. After leaving to stand at room temperature for 24 hours the product is crystallized out by the addition of ether and subsequently recrystallized from ethanol/ether. There is obtained 1-[[p-(dimethylamino)benzylidene]amino]-2-ethylimidazole hydrochloride of melting point 226°-228°. Reactants: CS(C)=O, C[S+](C)(C)=O, Cn1ncc([N+](=O)[O-])c1N1CCC(=O)CC1, [H-], [I-], [Na+], O. The product is Cn1ncc([N+](=O)[O-])c1N1CCC2(CC1)CO2. RXN SMILES: [CH3:26][S:27]([CH3:28])=[O:29].[CH3:4][S+:5]([CH3:6])([CH3:7])=[O:8].[CH3:9][n:10]1[n:11][cH:12][c:13]([N+:22](=[O:23])[O-:24])[c:14]1[N:15]1[CH2:16][CH2:17][C:18](=[O:21])[CH2:19][CH2:20]1.[H-:1].[I-:3].[Na+:2].[OH2:25]>>[CH2:4]1[C:18]2([CH2:17][CH2:16][N:15]([c:14]3[n:10]([CH3:9])[n:11][cH:12][c:13]3[N+:22](=[O:23])[O-:24])[CH2:20][CH2:19]2)[O:21]1. The reactants are C[O-].[Na+] (sodium methoxide), Cl.NCC(CC1=CC=CC=C1)=O (1-amino-3-phenylpropan-2-one hydrochloride), [N+](=O)([O-])C=C(S(=O)C)SC (1-nitro-2-methylthio-2-methylsulphinylethylene). The solvent is CO (methanol), CO (methanol). Conditions: time 25 minute. Yields the product CSC=1NC=C(C1[N+](=O)[O-])CC1=CC=CC=C1 (2-methylthio-3-nitro-4-benzylpyrrole). The yield is 28.3%. RXN SMILES: C[O-].[Na+].Cl.[NH2:5][CH2:6][C:7](=O)[CH2:8][C:9]1[CH:14]=[CH:13][CH:12]=[CH:11][CH:10]=1.[N+:16]([CH:19]=[C:20](SC)[S:21]([CH3:23])=O)([O-:18])=[O:17]>CO>[CH3:23][S:21][C:20]1[NH:5][CH:6]=[C:7]([CH2:8][C:9]2[CH:14]=[CH:13][CH:12]=[CH:11][CH:10]=2)[C:19]=1[N+:16]([O-:18])=[O:17] |f:0.1,2.3|. Procedure: A solution of sodium methoxide (sodium (1.9 g, 0.084 mol) dissolved in methanol (100 ml)) and a solution of 1-amino-3-phenylpropan-2-one hydrochloride (7.9 g, 0.042 mol) in methanol (100 ml) were simultaneously added dropwise, to a stirred solution of 1-nitro-2-methylthio-2-methylsulphinylethylene (7.7 g, 0.042 mol) in methanol. The temperature was maintained at about 60° during the addition, which took 25 minutes. The solvent was then removed in vacuo, and the residual dark red oil was chromato... Reactants: N1CCC(CC1)=NO (piperid-4-one oxime), CS(=O)(=O)OCC1OCCC1 (2-tetrahydrofurylmethyl methanesulphonate), C([O-])([O-])=O.[K+].[K+] (potassium carbonate). Run in C(C(C)C)C(=O)C (methyl isobutyl ketone). Conditions: time 48 hour. Product: O1C(CCC1)CN1CCC(CC1)=NO (1-(2-tetrahydrofurylmethyl)-piperid-4-one oxime). Yield: 535.9%. Reaction SMILES: [NH:1]1[CH2:6][CH2:5][C:4](=[N:7][OH:8])[CH2:3][CH2:2]1.CS(O[CH2:14][CH:15]1[CH2:19][CH2:18][CH2:17][O:16]1)(=O)=O.C(=O)([O-])[O-].[K+].[K+]>C(C(C)=O)C(C)C>[O:16]1[CH2:17][CH2:18][CH2:19][CH:15]1[CH2:14][N:1]1[CH2:6][CH2:5][C:4](=[N:7][OH:8])[CH2:3][CH2:2]1 |f:2.3.4|. Procedure details: A mixture of piperid-4-one oxime (46 g; 0.04 moles), 2-tetrahydrofurylmethyl methanesulphonate (79.3 g; 0.44 moles) and anhydrous potassium carbonate (56.5 g; 0.40 moles) in methyl isobutyl ketone (625 ml), was boiled under reflux with stirring for 48 hours. After cooling, the reaction mixture was washed with brine, dried (Na2SO4), and the solvent removed in vacuo. The residue was crystallised from diisopropyl ether to give 1-(2-tetrahydrofurylmethyl)-piperid-4-one oxime (42.5 g), m.p. 104°-106°... Starting materials: ClB(Cl)Cl, [Br-], COc1ccsc1C(=O)C=C(C)C, ClCCl, [K+], O. The product is CC(C)=CC(=O)c1sccc1O. As a reaction SMILES: [B:1]([Cl:2])([Cl:3])[Cl:4].[Br-:19].[CH3:5][O:6][c:7]1[c:8]([C:12]([CH:13]=[C:14]([CH3:15])[CH3:16])=[O:17])[s:9][cH:10][cH:11]1.[Cl:21][CH2:22][Cl:23].[K+:20].[OH2:18]>>[OH:6][c:7]1[c:8]([C:12]([CH:13]=[C:14]([CH3:15])[CH3:16])=[O:17])[s:9][cH:10][cH:11]1. RXN SMILES: [CH3:1][O:2][c:3]1[c:4]([C:5](=[O:6])[c:7]2[c:8]([Cl:15])[cH:9][n:10][cH:11][c:12]2[O:13][CH3:14])[c:16]([CH3:24])[cH:17][c:18]([O:22][CH3:23])[c:19]1[O:20][CH3:21].[CH:38]([Cl:39])([Cl:40])[Cl:41].[Cl:25][c:26]1[cH:27][cH:28][cH:29][c:30]([C:31]([O:32][OH:34])=[O:33])[cH:35]1.[Na+:37].[OH-:36]>>[CH3:1][O:2][c:3]1[c:4]([C:5](=[O:6])[c:7]2[c:8]([Cl:15])[cH:9][n+:10]([O-:33])[cH:11][c:12]2[O:13][CH3:14])[c:16]([CH3:24])[cH:17][c:18]([O:22][CH3:23])[c:19]1[O:20][CH3:21]. The reactants are COc1cc(C)c(C(=O)c2c(Cl)cncc2OC)c(OC)c1OC, ClC(Cl)Cl, O=C(OO)c1cccc(Cl)c1, [Na+], [OH-]. Yields the product COc1cc(C)c(C(=O)c2c(Cl)c[n+]([O-])cc2OC)c(OC)c1OC. Starting materials: BrC=1C=C(C=2NC=3C=CC(=CC3C2N1)C(=O)N1CCOCC1)C(=O)N (2-Bromo-8-(morpholine-4-carbonyl)-5H-pyrido[3,2-b]indole-4-carboxamide), C1(=CC=CC=C1)B(O)O (phenylboronic acid), [O-]P(=O)([O-])[O-].[K+].[K+].[K+] (potassium phosphate tribasic), C1(CCCCC1)P(C1=C(C=CC=C1)C1=C(C=C(C=C1C(C)C)C(C)C)C(C)C)C1CCCCC1 (2-Dicyclohexylphosphino-2′,4′,6′-triisopropylbiphenyl). Reagents/catalysts: C(C)(=O)[O-].[Pd+2].C(C)(=O)[O-] (palladium(II) acetate). The solvent is C1CCOC1 (THF). Run at temperature 85 celsius. Product: N1(CCOCC1)C(=O)C1=CC=2C3=C(NC2C=C1)C(=CC(=N3)C3=CC=CC=C3)C(=O)N (8-(morpholine-4-carbonyl)-2-phenyl-5H-pyrido[3,2-b]indole-4-carboxamide). As a reaction SMILES: Br[C:2]1[CH:3]=[C:4]([C:23]([NH2:25])=[O:24])[C:5]2[NH:6][C:7]3[CH:8]=[CH:9][C:10]([C:15]([N:17]4[CH2:22][CH2:21][O:20][CH2:19][CH2:18]4)=[O:16])=[CH:11][C:12]=3[C:13]=2[N:14]=1.[C:26]1(B(O)O)[CH:31]=[CH:30][CH:29]=[CH:28][CH:27]=1.[O-]P([O-])([O-])=O.[K+].[K+].[K+].C1(P(C2CCCCC2)C2C=CC=CC=2C2C(C(C)C)=CC(C(C)C)=CC=2C(C)C)CCCCC1>C([O-])(=O)C.[Pd+2].C([O-])(=O)C.C1COCC1>[N:17]1([C:15]([C:10]2[CH:9]=[CH:8][C:7]3[NH:6][C:5]4[C:4]([C:23]([NH2:25])=[O:24])=[CH:3][C:2]([C:26]5[CH:31]=[CH:30][CH:29]=[CH:28][CH:27]=5)=[N:14][C:13]=4[C:12]=3[CH:11]=2)=[O:16])[CH2:22][CH2:21][O:20][CH2:19][CH2:18]1 |f:2.3.4.5,7.8.9|. Reported procedure: 2-Bromo-8-(morpholine-4-carbonyl)-5H-pyrido[3,2-b]indole-4-carboxamide (100 mg, 0.248 mmol), phenylboronic acid (60.5 mg, 0.496 mmol), potassium phosphate tribasic (168 mg, 0.794 mmol), 2-Dicyclohexylphosphino-2′,4′,6′-triisopropylbiphenyl (23.64 mg, 0.050 mmol) and palladium(II) acetate (5.57 mg, 0.025 mmol) were mixed with THF (4 mL) in a sealed microwave tube. The mixture was heated in microwave at 85° C. for 3 hrs. The mixture was concentrated and purified using preparative HPLC to give titl...